This data is from the Open Reaction Database (ORD), a public repository of structured organic reaction records. The task is: describe an organic reaction: reactants, conditions, products, and yield Reactants: ClCCCBr, O=C([O-])[O-], CC(C)=O, [K+], [K+], Oc1ccc(-c2ccccc2)cc1. Yields the product ClCCCOc1ccc(-c2ccccc2)cc1. RXN SMILES: [Br:14][CH2:15][CH2:16][CH2:17][Cl:18].[C:19](=[O:20])([O-:21])[O-:22].[CH3:25][C:26](=[O:27])[CH3:28].[K+:23].[K+:24].[c:1]1(-[c:7]2[cH:8][cH:9][c:10]([OH:13])[cH:11][cH:12]2)[cH:2][cH:3][cH:4][cH:5][cH:6]1>>[c:1]1(-[c:7]2[cH:8][cH:9][c:10]([O:13][CH2:15][CH2:16][CH2:17][Cl:18])[cH:11][cH:12]2)[cH:2][cH:3][cH:4][cH:5][cH:6]1. Starting materials: CC1CN(S(=O)(=O)c2cc(C(F)(F)F)ccc2Br)CCN1C(=O)OC(C)(C)C, O=C([O-])[O-], C1COCCO1, CB1OB(C)OB(C)O1, [K+], [K+], c1ccc(P(c2ccccc2)(c2ccccc2)[Pd](P(c2ccccc2)(c2ccccc2)c2ccccc2)(P(c2ccccc2)(c2ccccc2)c2ccccc2)P(c2ccccc2)(c2ccccc2)c2ccccc2)cc1. Yields the product Cc1ccc(C(F)(F)F)cc1S(=O)(=O)N1CCN(C(=O)OC(C)(C)C)C(C)C1. As a reaction SMILES: [Br:1][c:2]1[c:3]([S:12](=[O:13])(=[O:14])[N:15]2[CH2:16][CH:17]([CH3:28])[N:18]([C:21](=[O:22])[O:23][C:24]([CH3:25])([CH3:26])[CH3:27])[CH2:19][CH2:20]2)[cH:4][c:5]([C:8]([F:9])([F:10])[F:11])[cH:6][cH:7]1.[C:29](=[O:30])([O-:31])[O-:32].[CH2:44]1[O:45][CH2:46][CH2:47][O:48][CH2:49]1.[CH3:35][B:36]1[O:37][B:38]([CH3:39])[O:40][B:41]([CH3:42])[O:43]1.[K+:33].[K+:34].[cH:50]1[cH:51][cH:52][c:53]([P:54]([Pd:55]([P:56]([c:57]2[cH:58][cH:59][cH:60][cH:61][cH:62]2)([c:63]2[cH:64][cH:65][cH:66][cH:67][cH:68]2)[c:69]2[cH:70][cH:71][cH:72][cH:73][cH:74]2)([P:75]([c:76]2[cH:77][cH:78][cH:79][cH:80][cH:81]2)([c:82]2[cH:83][cH:84][cH:85][cH:86][cH:87]2)[c:88]2[cH:89][cH:90][cH:91][cH:92][cH:93]2)[P:94]([c:95]2[cH:96][cH:97][cH:98][cH:99][cH:100]2)([c:101]2[cH:102][cH:103][cH:104][cH:105][cH:106]2)[c:107]2[cH:108][cH:109][cH:110][cH:111][cH:112]2)([c:113]2[cH:114][cH:115][cH:116][cH:117][cH:118]2)[c:119]2[cH:120][cH:121][cH:122][cH:123][cH:124]2)[cH:125][cH:126]1>>[c:2]1([CH3:29])[c:3]([S:12](=[O:13])(=[O:14])[N:15]2[CH2:16][CH:17]([CH3:28])[N:18]([C:21](=[O:22])[O:23][C:24]([CH3:25])([CH3:26])[CH3:27])[CH2:19][CH2:20]2)[cH:4][c:5]([C:8]([F:9])([F:10])[F:11])[cH:6][cH:7]1. Starting materials: BrC1CCSC1, CCOC(=O)C(=NO)C(C)=O. Yields the product CCOC(=O)C(=NOC1CCSC1)C(C)=O. As a reaction SMILES: [Br:12][CH:13]1[CH2:14][S:15][CH2:16][CH2:17]1.[OH:1][N:2]=[C:3]([C:4](=[O:5])[O:6][CH2:7][CH3:8])[C:9]([CH3:10])=[O:11]>>[O:1]([N:2]=[C:3]([C:4](=[O:5])[O:6][CH2:7][CH3:8])[C:9]([CH3:10])=[O:11])[CH:13]1[CH2:14][S:15][CH2:16][CH2:17]1. Starting materials: ClC=1N=CC(=NC1)C(=O)OC (methyl 5-chloropyrazine-2-carboxylate), C(C=C)O (allyl alcohol), [OH-].[K+] (potassium hydroxide). Reaction conditions: temperature 95 celsius, time 10 minute. Yields the product [K+].C(C=C)OC=1N=CC(=NC1)C(=O)[O-] (5-allyloxy-pyrazine-2-carboxylic acid potassium salt). The yield is 100.8%. As a reaction SMILES: Cl[C:2]1[N:3]=[CH:4][C:5]([C:8]([O:10]C)=[O:9])=[N:6][CH:7]=1.[CH2:12]([OH:15])[CH:13]=[CH2:14].[OH-].[K+:17]>>[K+:17].[CH2:12]([O:15][C:2]1[N:3]=[CH:4][C:5]([C:8]([O-:10])=[O:9])=[N:6][CH:7]=1)[CH:13]=[CH2:14] |f:2.3,4.5|. Procedure: A mixture of methyl 5-chloropyrazine-2-carboxylate (1.7 g, 10 mmol) and allyl alcohol (10 mL, 147 mmol) was heated with stirring to 95° C. and then treated with pulverized potassium hydroxide (1.3 g, 23 mmol). Within 10 min, a thick paste developed. The heating was continued for 2 h. The reaction mixture was concentrated in vacuo to dryness, and the residue was further concentrated in vacuo to dryness from toluene (2×50 mL). The 5-allyloxy-pyrazine-2-carboxylic acid potassium salt (2.2 g) that w...